Dataset: the Open Reaction Database (ORD), a public repository of structured organic reaction records. Task: describe an organic reaction: reactants, conditions, products, and yield The reactants are C(C)(C)N(C(C)C)CC (N,N-Diisopropylethylamine), F[B-](F)(F)F.C[O+](C)C (trimethyloxonium tetrafluoroborate), C(#N)C1=CC=C(C=C1)C(NC(=O)NC1=CC(=C(C=C1)F)C(F)(F)F)C1=C(CCCC1=O)O (1-((4-cyanophenyl)(2-hydroxy-6-oxocyclohex-1-enyl)methyl)-3-(4-fluoro-3-(trifluoromethyl)phenyl)urea), C(#N)C1=CC=C(C=C1)C(NC(=O)NC1=CC(=C(C=C1)F)C(F)(F)F)C1=C(CCCC1=O)O (1-((4-cyanophenyl)(2-hydroxy-6-oxocyclohex-1-enyl)methyl)-3-(4-fluoro-3-(trifluoromethyl)phenyl)urea). The solvent is ClCCl (dichloromethane), ClCCl (Dichloromethane). The product is C(#N)C1=CC=C(C=C1)C(NC(=O)NC1=CC(=C(C=C1)F)C(F)(F)F)C1=C(CCCC1=O)OC (1-((4-Cyanophenyl)(2-methoxy-6-oxocyclohex-1-enyl)methyl)-3-(4-fluoro-3-(trifluoromethyl)phenyl)urea). As a reaction SMILES: C(N(CC)C(C)C)(C)C.F[B-](F)(F)F.[CH3:15][O+:16]([CH3:18])C.[C:19]([C:21]1[CH:26]=[CH:25][C:24]([CH:27]([C:43]2C(=O)[CH2:47][CH2:46][CH2:45][C:44]=2[OH:50])[NH:28][C:29]([NH:31][C:32]2[CH:37]=[CH:36][C:35]([F:38])=[C:34]([C:39]([F:42])([F:41])[F:40])[CH:33]=2)=[O:30])=[CH:23][CH:22]=1)#[N:20]>ClCCl>[C:19]([C:21]1[CH:26]=[CH:25][C:24]([CH:27]([C:43]2[C:44](=[O:50])[CH2:45][CH2:46][CH2:47][C:15]=2[O:16][CH3:18])[NH:28][C:29]([NH:31][C:32]2[CH:37]=[CH:36][C:35]([F:38])=[C:34]([C:39]([F:40])([F:42])[F:41])[CH:33]=2)=[O:30])=[CH:23][CH:22]=1)#[N:20] |f:1.2|. Procedure: N,N-Diisopropylethylamine (450 μL, 2.59 mmol) and trimethyloxonium tetrafluoroborate (331 mg, 2.24 mmol) are added to a mixture of 1-((4-cyanophenyl)(2-hydroxy-6-oxocyclohex-1-enyl)methyl)-3-(4-fluoro-3-(trifluoromethyl)phenyl)urea (intermediate 44, 500 mg, 1.12 mmol) in dichloromethane (4.0 mL), and the mixture is stirred at room temperature for 20 min Dichloromethane (20 mL) is added, and the phases are separated. The organic layer is washed three times with water and concentrated under reduce... RXN SMILES: [BH4-:37].[CH2:43]([Cl:44])[Cl:45].[CH3:1][CH:2]1[C:3](=[O:36])[CH:4]2[N:5]([CH:6]1[C:7](=[O:8])[O:9][CH2:10][O:11][C:12]([C:13]([CH3:14])([CH3:15])[CH3:16])=[O:17])[C:18](=[O:35])[CH:19]2[NH:20][C:21](=[O:22])[c:23]1[c:24](-[c:29]2[cH:30][cH:31][cH:32][cH:33][cH:34]2)[n:25][o:26][c:27]1[CH3:28].[CH3:38][N+:39]([CH3:40])([CH3:41])[CH3:42]>>[CH3:1][CH:2]1[CH:3]([OH:36])[CH:4]2[N:5]([CH:6]1[C:7](=[O:8])[O:9][CH2:10][O:11][C:12]([C:13]([CH3:14])([CH3:15])[CH3:16])=[O:17])[C:18](=[O:35])[CH:19]2[NH:20][C:21](=[O:22])[c:23]1[c:24](-[c:29]2[cH:30][cH:31][cH:32][cH:33][cH:34]2)[n:25][o:26][c:27]1[CH3:28]. Product: Cc1onc(-c2ccccc2)c1C(=O)NC1C(=O)N2C(C(=O)OCOC(=O)C(C)(C)C)C(C)C(O)C12. The reactants are [BH4-], ClCCl, Cc1onc(-c2ccccc2)c1C(=O)NC1C(=O)N2C(C(=O)OCOC(=O)C(C)(C)C)C(C)C(=O)C12, C[N+](C)(C)C. The reactants are C(C)(C)(C)OC(NCCCI)=O ((3-iodopropyl)-carbamic acid tert-butyl ester), [I-] (iodide), C(C1=CC=CC=C1)OC1=C(C=CC(=C1)I)N1CC(N(S1(=O)=O)CC[Si](C)(C)C)=O (5-(2-benzyloxy-4-iodophenyl)-1,1-dioxo-2-(2-trimethylsilanylethyl)-1,2,5-thiadiazolidin-3-one). The reagents and catalysts are [Zn] (Zinc). Solvent: CN(C)C=O (DMF), CN(C)C=O (DMF), CCOC(=O)C (EtOAc). Run at time 30 minute. Product: C(C)(C)(C)OC(NCCCC1=CC(=C(C=C1)N1S(N(C(C1)=O)CC[Si](C)(C)C)(=O)=O)OCC1=CC=CC=C1)=O ((3-{3-Benzyloxy-4-[1,1,4-trioxo-5-(2-trimethylsilanylethyl)-1,2,5-thiadiazolidin-2-yl]-phenyl}-propyl)-carbamic Acid Tert-butyl Ester). Reaction SMILES: [C:1]([O:5][C:6](=[O:12])[NH:7][CH2:8][CH2:9][CH2:10]I)([CH3:4])([CH3:3])[CH3:2].[I-].[CH2:14]([O:21][C:22]1[CH:27]=[C:26](I)[CH:25]=[CH:24][C:23]=1[N:29]1[S:33](=[O:35])(=[O:34])[N:32]([CH2:36][CH2:37][Si:38]([CH3:41])([CH3:40])[CH3:39])[C:31](=[O:42])[CH2:30]1)[C:15]1[CH:20]=[CH:19][CH:18]=[CH:17][CH:16]=1>CN(C=O)C.CCOC(C)=O.[Zn]>[C:1]([O:5][C:6](=[O:12])[NH:7][CH2:8][CH2:9][CH2:10][C:26]1[CH:25]=[CH:24][C:23]([N:29]2[CH2:30][C:31](=[O:42])[N:32]([CH2:36][CH2:37][Si:38]([CH3:41])([CH3:40])[CH3:39])[S:33]2(=[O:35])=[O:34])=[C:22]([O:21][CH2:14][C:15]2[CH:20]=[CH:19][CH:18]=[CH:17][CH:16]=2)[CH:27]=1)([CH3:4])([CH3:3])[CH3:2]. Procedure details: Zinc dust (3.6 g, 55 mmol) is placed in a flask and heated under vacuum to remove traces of water. DMF (30 mL) is then added under nitrogen atmosphere. Dibromoethane (cat. 0.5 mL) is added and the mixture heated until effervescence occurs. The reaction is allowed to cool to RT over 30 min and chlorotrimethylsilane (cat 0.5 mL) is added, followed after 30 min with (3-iodopropyl)-carbamic acid tert-butyl ester (4.0 g, 14 mmol) dissolved in 10 mL of DMF. After 30 min, TLC indicates the iodide has b...